This data is from the Open Reaction Database (ORD), a public repository of structured organic reaction records. The task is: describe an organic reaction: reactants, conditions, products, and yield Starting materials: Br\C(\C(=O)O)=C/CCCCC ((Z)-2-bromo-2-octenoic acid), Ru(OAc)2, [H+].[B-](F)(F)(F)F (HBF4), O=O (O2). Run in CO (methanol), CO (methanol). Run at time 1.5 hour. The product is Br[C@@H](C(=O)O)CCCCCC ((R)-2-bromo-octanoic acid). The yield is 59.5%. Reaction SMILES: [H+].[B-](F)(F)(F)F.O=O.[Br:9]/[C:10](=[CH:14]\[CH2:15][CH2:16][CH2:17][CH2:18][CH3:19])/[C:11]([OH:13])=[O:12]>CO>[Br:9][C@H:10]([CH2:14][CH2:15][CH2:16][CH2:17][CH2:18][CH3:19])[C:11]([OH:13])=[O:12] |f:0.1|. Reported procedure: A catalyst solution was prepared by dissolving 0.035 g (0.0045 mmol) of Ru(OAc)2 [(R)-BIPHEMP] and 17.2 mg (0.0905 mmol) of an 85 percent ethereal HBF4 solution in 20 ml of methanol in a glove box (O2 content <1 ppm) and was stirred at 20° for 1.5 hours. Then, 1.0 g (4.52 mmol) of (Z)-2-bromo-2-octenoic acid and 105 ml of methanol were placed in a 185 ml autoclave and the above-prepared catalyst solution was added. The autoclave was sealed and the hydrogenation was carried out at 50° while stirr...